This data is from the Open Reaction Database (ORD), a public repository of structured organic reaction records. The task is: describe an organic reaction: reactants, conditions, products, and yield The reactants are CN(C)c1cc2ccc(OCc3ccccc3)cc2s1, O=C(Cl)c1ccc(F)c(F)c1. Product: CN(C)c1sc2cc(OCc3ccccc3)ccc2c1C(=O)c1ccc(F)c(F)c1. RXN SMILES: [CH2:1]([c:2]1[cH:3][cH:4][cH:5][cH:6][cH:7]1)[O:8][c:9]1[cH:10][cH:11][c:12]2[c:13]([s:14][c:15]([N:17]([CH3:18])[CH3:19])[cH:16]2)[cH:20]1.[F:21][c:22]1[cH:23][c:24]([C:25](=[O:26])[Cl:27])[cH:28][cH:29][c:30]1[F:31]>>[CH2:1]([c:2]1[cH:3][cH:4][cH:5][cH:6][cH:7]1)[O:8][c:9]1[cH:10][cH:11][c:12]2[c:13]([s:14][c:15]([N:17]([CH3:18])[CH3:19])[c:16]2[C:25]([c:24]2[cH:23][c:22]([F:21])[c:30]([F:31])[cH:29][cH:28]2)=[O:26])[cH:20]1. Reactants: Cl (HCl), CN1C2=C(C3=C1CCN(CC3)C(=O)OC(C)(C)C)C=CC(=N2)N2C(C=C(C=C2)C2=NC=C(C=C2)C(F)(F)F)=O (tert-butyl 10-methyl-2-(2-oxo-4-(5-(trifluoromethyl)pyridin-2-yl)pyridin-1(2H)-yl)-5,8,9,10-tetrahydropyrido[3′,2′:4,5]pyrrolo[2,3-d]azepine-7(6H)-carboxylate). The solvent is CO (MeOH). Conditions: time 18 hour. Yields the product Cl.CN1C2=C(C3=C1CCNCC3)C=CC(=N2)N2C(C=C(C=C2)C2=NC=C(C=C2)C(F)(F)F)=O (1-(10-Methyl-5,6,7,8,9,10-hexahydropyrido[3′,2′:4,5]pyrrolo[2,3-d]azepin-2-yl)-4-(5-(trifluoromethyl)pyridin-2-yl)pyridin-2(1H)-one hydrochloride). As a reaction SMILES: [ClH:1].[CH3:2][N:3]1[C:7]2[CH2:8][CH2:9][N:10](C(OC(C)(C)C)=O)[CH2:11][CH2:12][C:6]=2[C:5]2[CH:20]=[CH:21][C:22]([N:24]3[CH:29]=[CH:28][C:27]([C:30]4[CH:35]=[CH:34][C:33]([C:36]([F:39])([F:38])[F:37])=[CH:32][N:31]=4)=[CH:26][C:25]3=[O:40])=[N:23][C:4]1=2>CO>[ClH:1].[CH3:2][N:3]1[C:7]2[CH2:8][CH2:9][NH:10][CH2:11][CH2:12][C:6]=2[C:5]2[CH:20]=[CH:21][C:22]([N:24]3[CH:29]=[CH:28][C:27]([C:30]4[CH:35]=[CH:34][C:33]([C:36]([F:39])([F:38])[F:37])=[CH:32][N:31]=4)=[CH:26][C:25]3=[O:40])=[N:23][C:4]1=2 |f:3.4|. Procedure details: 1.25 M HCl in MeOH (3.0 mL) was added to tert-butyl 10-methyl-2-(2-oxo-4-(5-(trifluoromethyl)pyridin-2-yl)pyridin-1(2H)-yl)-5,8,9,10-tetrahydropyrido[3′,2′:4,5]pyrrolo[2,3-d]azepine-7(6H)-carboxylate (32 mg, 0.060 mmol), and the resulting solution was stirred under N2 at ambient temperature for 18 h. The solution was concentrated under reduced pressure, the resulting residue was diluted with MeOH (1 mL) and Et2O (10 mL), and the solids were collected by filtration to provide the title compound (... Reported procedure: prepared by reaction of 4-tert-butyl-N-(3-dimethylamino-phenyl)-benzene-sulfonamide with tert-butyl bromoacetate RXN SMILES: [C:1]([C:5]1[CH:10]=[CH:9][C:8]([S:11]([NH:14][C:15]2[CH:20]=[CH:19][CH:18]=[C:17]([N:21]([CH3:23])[CH3:22])[CH:16]=2)(=[O:13])=[O:12])=[CH:7][CH:6]=1)([CH3:4])([CH3:3])[CH3:2].Br[CH2:25][C:26]([O:28]C(C)(C)C)=[O:27]>>[C:1]([C:5]1[CH:6]=[CH:7][C:8]([S:11]([N:14]([CH2:25][C:26]([OH:28])=[O:27])[C:15]2[CH:20]=[CH:19][CH:18]=[C:17]([N:21]([CH3:23])[CH3:22])[CH:16]=2)(=[O:12])=[O:13])=[CH:9][CH:10]=1)([CH3:4])([CH3:2])[CH3:3]. Product: C(C)(C)(C)C1=CC=C(C=C1)S(=O)(=O)N(C1=CC(=CC=C1)N(C)C)CC(=O)O ([(4-tert-Butyl-benzenesulfonyl)-(3-dimethylamino-phenyl)-amino]-acetic acid). Starting materials: C(C)(C)(C)C1=CC=C(C=C1)S(=O)(=O)NC1=CC(=CC=C1)N(C)C (4-tert-butyl-N-(3-dimethylamino-phenyl)-benzene-sulfonamide), BrCC(=O)OC(C)(C)C (tert-butyl bromoacetate). The reactants are OB(O)O, [BH4-], COCCOC, Brc1cccc(C2=CCN(Cc3ccccc3)CC2)c1, [K+], [Na+], [OH-], O, OO. Yields the product OC1CN(Cc2ccccc2)CCC1c1cccc(Br)c1. As a reaction SMILES: [B:27]([OH:28])([OH:29])[OH:30].[BH4-:1].[CH2:31]([CH2:32][O:33][CH3:34])[O:35][CH3:36].[CH2:3]([c:4]1[cH:5][cH:6][cH:7][cH:8][cH:9]1)[N:10]1[CH2:11][CH2:12][C:13]([c:16]2[cH:17][c:18]([Br:22])[cH:19][cH:20][cH:21]2)=[CH:14][CH2:15]1.[K+:24].[Na+:2].[OH-:23].[OH2:37].[OH:25][OH:26]>>[CH2:3]([c:4]1[cH:5][cH:6][cH:7][cH:8][cH:9]1)[N:10]1[CH2:11][CH2:12][CH:13]([c:16]2[cH:17][c:18]([Br:22])[cH:19][cH:20][cH:21]2)[CH:14]([OH:28])[CH2:15]1. The reactants are CC(NC(=O)OCc1ccccc1)C(=O)N1CCCC1C(=O)O, CCN1CCOCC1, CC[NH3+], CN(C)C=O, [Cl-], CC(C)COC(=O)Cl, C1CCOC1. The product is CC(NC(=O)OCc1ccccc1)C(=O)N1CCCC1C(=O)O, CC[NH-]. RXN SMILES: [CH2:1]([c:2]1[cH:3][cH:4][cH:5][cH:6][cH:7]1)[O:8][C:9](=[O:10])[NH:11][CH:12]([CH3:13])[C:14](=[O:15])[N:16]1[CH:17]([C:18](=[O:19])[OH:20])[CH2:21][CH2:22][CH2:23]1.[CH2:24]([CH3:25])[N:26]1[CH2:27][CH2:28][O:29][CH2:30][CH2:31]1.[CH2:41]([NH3+:42])[CH3:43].[CH3:49][N:50]([CH3:51])[CH:52]=[O:53].[Cl-:40].[Cl:32][C:33]([O:34][CH2:35][CH:36]([CH3:37])[CH3:38])=[O:39].[O:44]1[CH2:45][CH2:46][CH2:47][CH2:48]1>>[CH2:1]([c:2]1[cH:3][cH:4][cH:5][cH:6][cH:7]1)[O:8][C:9](=[O:10])[NH:11][CH:12]([CH3:13])[C:14](=[O:15])[N:16]1[CH:17]([C:18](=[O:19])[OH:20])[CH2:21][CH2:22][CH2:23]1.[CH2:24]([CH3:25])[NH-:26]. Reactants: NC1=CC=C(C#N)C=C1 (4-aminobenzonitrile), C[Al](C)C (trimethylaluminium), FC1=C(C=CC(=C1)F)[C@]([C@@H](C)S[C@H]1CO[C@@H](OC1)C1=C(C=C(C(=O)OC)C=C1)F)(CN1N=CN=C1)O (methyl 4-[trans-5-[[(1R,2R)-2-(2,4-difluorophenyl)-2-hydroxy-1-methyl-3-(1H-1,2,4-triazol-1-yl)propyl]thio]-1,3-dioxan-2-yl]-3-fluorobenzoate). Product: C(#N)C1=CC=C(NC(C2=CC(=C(C=C2)[C@@H]2OC[C@H](CO2)S[C@@H]([C@@](CN2N=CN=C2)(O)C2=C(C=C(C=C2)F)F)C)F)=O)C=C1 (4′-Cyano-4-[trans-5-[[(1R,2R)-2-(2,4-difluorophenyl)-2-hydroxy-1-methyl-3-(1H-1,2,4-triazol-1-yl)propyl]thio]-1,3-dioxan-2-yl]-3-fluorobenzanilide). Yield: 74.2%. As a reaction SMILES: [NH2:1][C:2]1[CH:9]=[CH:8][C:5]([C:6]#[N:7])=[CH:4][CH:3]=1.C[Al](C)C.[F:14][C:15]1[CH:20]=[C:19]([F:21])[CH:18]=[CH:17][C:16]=1[C@@:22]([OH:49])([CH2:43][N:44]1[CH:48]=[N:47][CH:46]=[N:45]1)[C@H:23]([S:25][C@@H:26]1[CH2:31][O:30][C@@H:29]([C:32]2[CH:41]=[CH:40][C:35]([C:36](OC)=[O:37])=[CH:34][C:33]=2[F:42])[O:28][CH2:27]1)[CH3:24]>>[C:6]([C:5]1[CH:8]=[CH:9][C:2]([NH:1][C:36](=[O:37])[C:35]2[CH:40]=[CH:41][C:32]([C@H:29]3[O:30][CH2:31][C@H:26]([S:25][C@H:23]([CH3:24])[C@:22]([C:16]4[CH:17]=[CH:18][C:19]([F:21])=[CH:20][C:15]=4[F:14])([OH:49])[CH2:43][N:44]4[CH:48]=[N:47][CH:46]=[N:45]4)[CH2:27][O:28]3)=[C:33]([F:42])[CH:34]=2)=[CH:3][CH:4]=1)#[N:7]. Reported procedure: In the same manner as that described in Example 3(4) a reaction was carried out using commercially available 4-aminobenzonitrile (98 mg, 0.83,mmol), trimethylaluminium (0.78 ml, 1.07M n-hexane solution, 0.83 mmol) and methyl 4-[trans-5-[[(1R,2R)-2-(2,4-difluorophenyl)-2-hydroxy-1-methyl-3-(1H-1,2,4-triazol-1-yl)propyl]thio]-1,3-dioxan-2-yl]-3-fluorobenzoate (109 mg, 0.21 mmol) obtained in Example 5(2) and the reaction mixture was treated using a similar procedure to that described in Example 3(4... Run in O (water), O (water), O (water). As a reaction SMILES: [NH:1]([CH2:6][C:7]([OH:9])=[O:8])[CH2:2][C:3]([OH:5])=[O:4].[OH-].[Na+].C=O.[C:14]([NH:17][C:18]1[CH:23]=[CH:22][C:21]([OH:24])=[CH:20][CH:19]=1)(=[O:16])[CH3:15].C=O.N(CC(O)=O)[CH2:28]C(O)=O.Cl>O>[C:3]([CH2:2][N:1]([CH2:28][C:22]1[CH:23]=[C:18]([NH:17][C:14](=[O:16])[CH3:15])[CH:19]=[CH:20][C:21]=1[OH:24])[CH2:6][C:7]([OH:9])=[O:8])([OH:5])=[O:4] |f:1.2,5.6|. Run at temperature 55 celsius. Reported procedure: Deionized water (35.3 g), 35-3 g of 98% iminodiacetic acid (0.25 mole), and 29.9 g of 50% aqueous sodium hydroxide solution were weighed into a round-bottom reaction flask equipped with a water-cooled reflux condenser, mechanical stirrer, thermometer with a temperature controller, and an addition funnel. The mix was heated, with stirring, to a temperature of 55° C. Aqueous 37% formaldehyde solution (2 1.5 g) was placed in the addition funnel and added to the reaction flask over a 15 minute perio... The product is C(=O)(O)CN(CC(=O)O)CC1=C(C=CC(=C1)NC(C)=O)O (2-({[BIS(CARBOXYMETHYL)]-AMINO}METHYL)-4-(ACETAMIDO)PHENOL). Starting materials: N(CC(=O)O)CC(=O)O (iminodiacetic acid), [OH-].[Na+] (sodium hydroxide), C(C)(=O)NC1=CC=C(C=C1)O (4-acetamido-phenol), [OH-].[Na+] (sodium hydroxide), Cl (hydrochloric acid), C=O (formaldehyde), C=O.N(CC(=O)O)CC(=O)O (formaldehyde iminodiacetic acid).